describe an organic reaction: reactants, conditions, products, and yield From a dataset of the Open Reaction Database (ORD), a public repository of structured organic reaction records. Reactants: dimethylester, C(\C=C\C=C\C(=O)O)(=O)O (trans-muconic acid), N (ammonia), CN(C)C(=O)N=NC(=O)N(C)C (diamide), C(\C=C\C=C\C(=O)O)(=O)O (muconic acid). Product: NC(CC(=O)O)C(CC(=O)O)N (3,4-diamino-1,6-hexanedioic acid), dilactam. As a reaction SMILES: C[N:2](C(N=NC(N(C)C)=O)=O)C.[C:13]([OH:22])(=[O:21])/[CH:14]=[CH:15]/[CH:16]=[CH:17]/[C:18]([OH:20])=[O:19].[NH3:23]>>[NH2:23][CH:16]([CH:15]([NH2:2])[CH2:14][C:13]([OH:22])=[O:21])[CH2:17][C:18]([OH:20])=[O:19]. Reported procedure: The bicyclic dilactam of 3,4-diamino-1,6-hexanedioic acid was synthesised via the diamide of muconic acid (2,4-hexadiene-1,6-dioic acid) essentially as outlined by Köhl in Berichte 35, 173 (1903). In a modification of Köhl's procedure, the dimethylester of trans, trans-muconic acid (13.6 g=0.080 mole) was autoclaved for 5 hours at 150° C. with 60 ml 32% aqueous ammonia. The resulting solution on evaporation and cooling yielded 1.40 g of crystalline dilactam.